From a dataset of the Open Reaction Database (ORD), a public repository of structured organic reaction records. describe an organic reaction: reactants, conditions, products, and yield Starting materials: FC=1C=C(C=CC1)C1=CC(=CC(=C1)OC)I (3′-fluoro-3-iodo-5-methoxy-biphenyl), [I-].[Na+] (sodium iodide), C[Si](C)(C)Cl (trimethylsilyl chloride). Product: FC=1C=C(C=CC1)C1=CC(=CC(=C1)I)O (3′-fluoro-5-iodo-biphenyl-3-ol). Isolated yield 97.9%. Reaction SMILES: [F:1][C:2]1[CH:3]=[C:4]([C:8]2[CH:13]=[C:12]([O:14]C)[CH:11]=[C:10]([I:16])[CH:9]=2)[CH:5]=[CH:6][CH:7]=1.[I-].[Na+].C[Si](Cl)(C)C>>[F:1][C:2]1[CH:3]=[C:4]([C:8]2[CH:9]=[C:10]([I:16])[CH:11]=[C:12]([OH:14])[CH:13]=2)[CH:5]=[CH:6][CH:7]=1 |f:1.2|. Procedure: A similar procedure as described in Example 12, step 6 was used, starting from 3′-fluoro-3-iodo-5-methoxy-biphenyl (1.1 g, 3.35 mmol), sodium iodide (5.024 g, 33.52 mmol), and trimethylsilyl chloride (2.12 mL, 16.76 mmol) to give 3′-fluoro-5-iodo-biphenyl-3-ol (1.03 g, 98%) as an amorphous light brown oil: ES(+)-HRMS m/e calculated for C12H8FIO (M+H)+ 314.9677, found 314.9676. The reactants are O=C([O-])O, CCOC(=O)N1c2ccc(C(F)(F)F)cc2C(Nc2ncc(CN)c(Cc3cc(C(F)(F)F)cc(C(F)(F)F)c3)n2)CC1CC, CCOC(C)=O, NCCN1CCOCC1, [Na+], C1CCOC1. Yields the product CCOC(=O)N1c2ccc(C(F)(F)F)cc2C(Nc2ncc(CNC(=O)NCCN3CCOCC3)c(Cc3cc(C(F)(F)F)cc(C(F)(F)F)c3)n2)CC1CC. As a reaction SMILES: [C:55]([OH:56])(=[O:57])[O-:58].[CH2:10]([CH3:11])[O:12][C:13](=[O:14])[N:15]1[CH:16]([CH2:53][CH3:54])[CH2:17][CH:18]([NH:29][c:30]2[n:31][cH:32][c:33]([CH2:51][NH2:52])[c:34]([CH2:36][c:37]3[cH:38][c:39]([C:47]([F:48])([F:49])[F:50])[cH:40][c:41]([C:43]([F:44])([F:45])[F:46])[cH:42]3)[n:35]2)[c:19]2[cH:20][c:21]([C:25]([F:26])([F:27])[F:28])[cH:22][cH:23][c:24]21.[CH3:60][CH2:61][O:62][C:63](=[O:64])[CH3:65].[NH2:1][CH2:2][CH2:3][N:4]1[CH2:5][CH2:6][O:7][CH2:8][CH2:9]1.[Na+:59].[O:66]1[CH2:67][CH2:68][CH2:69][CH2:70]1>>[NH:1]([CH2:2][CH2:3][N:4]1[CH2:5][CH2:6][O:7][CH2:8][CH2:9]1)[C:55]([NH:52][CH2:51][c:33]1[cH:32][n:31][c:30]([NH:29][CH:18]2[CH2:17][CH:16]([CH2:53][CH3:54])[N:15]([C:13]([O:12][CH2:10][CH3:11])=[O:14])[c:24]3[c:19]2[cH:20][c:21]([C:25]([F:26])([F:27])[F:28])[cH:22][cH:23]3)[n:35][c:34]1[CH2:36][c:37]1[cH:38][c:39]([C:47]([F:48])([F:49])[F:50])[cH:40][c:41]([C:43]([F:44])([F:45])[F:46])[cH:42]1)=[O:56]. Reactants: CCN(C(C)C)C(C)C, ClCCl, O=C(OCc1ccccc1)C1CC2CCCCC2N1, Cc1ccc(S(=O)(=O)OC(C)C(=O)Cl)cc1. The product is Cc1ccc(S(=O)(=O)OC(C)C(=O)N2C(C(=O)OCc3ccccc3)CC3CCCCC32)cc1. Reaction SMILES: [CH:20]([N:21]([CH:22]([CH3:23])[CH3:24])[CH2:25][CH3:26])([CH3:27])[CH3:28].[Cl:45][CH2:46][Cl:47].[NH:1]1[CH:2]([C:10](=[O:11])[O:12][CH2:13][c:14]2[cH:15][cH:16][cH:17][cH:18][cH:19]2)[CH2:3][CH:4]2[CH2:5][CH2:6][CH2:7][CH2:8][CH:9]12.[c:29]1([CH3:44])[cH:30][cH:31][c:32]([S:35](=[O:36])(=[O:37])[O:38][CH:39]([C:40](=[O:41])[Cl:42])[CH3:43])[cH:33][cH:34]1>>[N:1]1([C:40]([CH:39]([O:38][S:35]([c:32]2[cH:31][cH:30][c:29]([CH3:44])[cH:34][cH:33]2)(=[O:36])=[O:37])[CH3:43])=[O:41])[CH:2]([C:10](=[O:11])[O:12][CH2:13][c:14]2[cH:15][cH:16][cH:17][cH:18][cH:19]2)[CH2:3][CH:4]2[CH2:5][CH2:6][CH2:7][CH2:8][CH:9]12. Starting materials: CC(C)N, CN(C)C=O, CN1Cc2c(-c3noc(CCl)n3)ncn2-c2ccccc2C1=O. Product: CC(C)NCc1nc(-c2ncn3c2CN(C)C(=O)c2ccccc2-3)no1. RXN SMILES: [CH3:24][CH:25]([CH3:26])[NH2:27].[CH3:28][N:29]([CH3:30])[CH:31]=[O:32].[Cl:1][CH2:2][c:3]1[n:4][c:5](-[c:8]2[n:9][cH:10][n:11]3[c:12]2[CH2:13][N:14]([CH3:23])[C:15](=[O:22])[c:16]2[c:17]-3[cH:18][cH:19][cH:20][cH:21]2)[n:6][o:7]1>>[CH2:2]([c:3]1[n:4][c:5](-[c:8]2[n:9][cH:10][n:11]3[c:12]2[CH2:13][N:14]([CH3:23])[C:15](=[O:22])[c:16]2[c:17]-3[cH:18][cH:19][cH:20][cH:21]2)[n:6][o:7]1)[NH:27][CH:25]([CH3:24])[CH3:26]. Reaction SMILES: [NH2:1][C:2]1[CH:3]=[C:4]([CH:8]=[C:9]([N:11]2[CH2:15][CH2:14][CH2:13][C:12]2=[O:16])[CH:10]=1)[C:5]([OH:7])=[O:6].Cl.[CH3:18]N(C)CCCN=C=NCC>CO.CCOCC.CN(C1C=CN=CC=1)C.CCOC(C)=O>[CH3:18][O:6][C:5](=[O:7])[C:4]1[CH:8]=[C:9]([N:11]2[CH2:15][CH2:14][CH2:13][C:12]2=[O:16])[CH:10]=[C:2]([NH2:1])[CH:3]=1 |f:1.2,3.4|. The reactants are NC=1C=C(C(=O)O)C=C(C1)N1C(CCC1)=O (3-amino-5-(2-oxo-pyrrolidin-1-yl)-benzoic acid), Cl.CN(CCCN=C=NCC)C (1-(3-dimethylaminopropyl)-3-ethyl-carbodiimide hydrochloride). Reagents/catalysts: CN(C)C=1C=CN=CC1 (DMAP). Run in CO.CCOCC (MeOH Et2O), CCOC(=O)C (AcOEt). Yield: 68.3%. Product: COC(C1=CC(=CC(=C1)N1C(CCC1)=O)N)=O (3-amino-5-(2-oxo pyrrolidin-1-yl)-benzoic acid methyl ester). Reported procedure: To a solution of 3-amino-5-(2-oxo-pyrrolidin-1-yl)-benzoic acid (D6) (2.2 g, 10 mmol, 1 equiv) in MeOH/Et2O (1:1, 20 ml) was added 1-(3-dimethylaminopropyl)-3-ethyl-carbodiimide hydrochloride (2.3 g, 12 mmol, 1.2 equiv), DMAP (112 mg, 1 mmol, 0.1 equiv) and the resulting mixture was stirred at room temperature for 16 h then diluted with AcOEt. The organic phase was washed with saturated aqueous NaHCO3 solution, dried over MgSO4 and concentrated in vacuo. The residue was triturated with Et2O to g... Conditions: time 16 hour. Yields the product Brc1ccc(N2CCCNCC2)nc1. RXN SMILES: [Br:1][c:2]1[cH:3][cH:4][c:5]([F:8])[n:6][cH:7]1.[CH3:16][C:17]#[N:18].[NH:9]1[CH2:10][CH2:11][NH:12][CH2:13][CH2:14][CH2:15]1>>[Br:1][c:2]1[cH:3][cH:4][c:5]([N:9]2[CH2:10][CH2:11][NH:12][CH2:13][CH2:14][CH2:15]2)[n:6][cH:7]1. Starting materials: Fc1ccc(Br)cn1, CC#N, C1CNCCNC1. The reactants are BrC=1N=C2N(C3=C(NC4=C2C=CC=C4)N=CC=C3)C1C1=CC=C(C=C1)C1(CCC1)NC(OC(C)(C)C)=O (tert-butyl {1-[4-(2-bromo-9H-imidazo[1,2-d]pyrido[2,3-b][1,4]benzodiazepin-3-yl)phenyl]cyclobutyl}carbamate), C[O-].[Na+] (sodium methoxide). Reagents/catalysts: [Cu](I)I (copper iodide). Run at temperature 100 celsius. Product: COC=1N=C2N(C3=C(NC4=C2C=CC=C4)N=CC=C3)C1C1=CC=C(C=C1)C1(CCC1)N (1-[4-(2-methoxy-9H-imidazo[1,2-d]pyrido[2,3-b][1,4]benzodiazepin-3-yl)phenyl]cyclobutanamine). The yield is 11.0%. RXN SMILES: Br[C:2]1[N:3]=[C:4]2[C:10]3[CH:11]=[CH:12][CH:13]=[CH:14][C:9]=3[NH:8][C:7]3[N:15]=[CH:16][CH:17]=[CH:18][C:6]=3[N:5]2[C:19]=1[C:20]1[CH:25]=[CH:24][C:23]([C:26]2([NH:30]C(=O)OC(C)(C)C)[CH2:29][CH2:28][CH2:27]2)=[CH:22][CH:21]=1.[CH3:38][O-:39].[Na+]>[Cu](I)I>[CH3:38][O:39][C:2]1[N:3]=[C:4]2[C:10]3[CH:11]=[CH:12][CH:13]=[CH:14][C:9]=3[NH:8][C:7]3[N:15]=[CH:16][CH:17]=[CH:18][C:6]=3[N:5]2[C:19]=1[C:20]1[CH:25]=[CH:24][C:23]([C:26]2([NH2:30])[CH2:27][CH2:28][CH2:29]2)=[CH:22][CH:21]=1 |f:1.2|. Procedure: A mixture of tert-butyl {1-[4-(2-bromo-9H-imidazo[1,2-d]pyrido[2,3-b][1,4]benzodiazepin-3-yl)phenyl]cyclobutyl}carbamate (50 mg, 0.09 mmol) and copper iodide (1.7 mg, 0.01 mmol) in sodium methoxide solution (1 M, 5 mL) was heated at 100° C. for 24 hour. After cooling to room temperature, the precipitate was collected and purified by HPLC to give the title compound as a white solid (5 mg, 11%).